The task is: describe an organic reaction: reactants, conditions, products, and yield. This data is from the Open Reaction Database (ORD), a public repository of structured organic reaction records. The reactants are C(CCC)OC(=O)C=1C(=C2C(=C(N1)C1=NC=CN=C1)SN=C2C)O (4-hydroxy-3-methyl-7-pyrazin-2-yl-isothiazolo[5,4-c]pyridine-5-carboxylic acid butyl ester), NCC(=O)O (glycine). The product is OC1=C2C(=C(N=C1C(=O)NCC(=O)O)C1=NC=CN=C1)SN=C2C ([(4-Hydroxy-3-methyl-7-pyrazin-2-yl-isothiazolo[5,4-c]pyridine-5-carbonyl)-amino]-acetic acid). As a reaction SMILES: C(O[C:6]([C:8]1[C:9]([OH:24])=[C:10]2[C:22]([CH3:23])=[N:21][S:20][C:11]2=[C:12]([C:14]2[CH:19]=[N:18][CH:17]=[CH:16][N:15]=2)[N:13]=1)=[O:7])CCC.[NH2:25][CH2:26][C:27]([OH:29])=[O:28]>>[OH:24][C:9]1[C:8]([C:6]([NH:25][CH2:26][C:27]([OH:29])=[O:28])=[O:7])=[N:13][C:12]([C:14]2[CH:19]=[N:18][CH:17]=[CH:16][N:15]=2)=[C:11]2[S:20][N:21]=[C:22]([CH3:23])[C:10]=12. Procedure details: The title compound was synthesized in analogy Example 1 from 4-hydroxy-3-methyl-7-pyrazin-2-yl-isothiazolo[5,4-c]pyridine-5-carboxylic acid butyl ester and glycine: MS (m/z) 346.1 (M+1). Reactants: CCOC(=O)c1cn(-c2ccc3c(c2)CCC3)c2nc(S(C)(=O)=O)ncc2c1=O, CN1CCN(c2cccc(N)c2)CC1. Product: CCOC(=O)c1cn(-c2ccc3c(c2)CCC3)c2nc(Nc3cccc(N4CCN(C)CC4)c3)ncc2c1=O. As a reaction SMILES: [CH2:15]([CH3:16])[O:17][C:18](=[O:19])[c:20]1[c:21](=[O:43])[c:22]2[c:23]([n:24][c:25]([S:28]([CH3:29])(=[O:30])=[O:31])[n:26][cH:27]2)[n:32](-[c:34]2[cH:35][c:36]3[c:40]([cH:41][cH:42]2)[CH2:39][CH2:38][CH2:37]3)[cH:33]1.[CH3:1][N:2]1[CH2:3][CH2:4][N:5]([c:8]2[cH:9][c:10]([NH2:14])[cH:11][cH:12][cH:13]2)[CH2:6][CH2:7]1>>[CH3:1][N:2]1[CH2:3][CH2:4][N:5]([c:8]2[cH:9][c:10]([NH:14][c:25]3[n:24][c:23]4[c:22]([c:21](=[O:43])[c:20]([C:18]([O:17][CH2:15][CH3:16])=[O:19])[cH:33][n:32]4-[c:34]4[cH:35][c:36]5[c:40]([cH:41][cH:42]4)[CH2:39][CH2:38][CH2:37]5)[cH:27][n:26]3)[cH:11][cH:12][cH:13]2)[CH2:6][CH2:7]1. Starting materials: CI (Methyl iodide), COC1=CC=C(C=C1)O[C@H]1[C@@H]([C@H]([C@H]2O[C@@H]1CO2)OS(=O)(=O)C2=CC=C(C)C=C2)O (1,6-Anhydro-4-O-p-methoxyphenyl-2-O-tosyl-β-D-glucopyranose). The reagents and catalysts are [Ag]=O (silver oxide). The solvent is CN(C=O)C (N,N-dimethylformamide). Reaction conditions: time 16 hour. Product: COC1=CC=C(C=C1)O[C@H]1[C@@H]([C@H]([C@H]2O[C@@H]1CO2)OS(=O)(=O)C2=CC=C(C)C=C2)OC (1,6-Anhydro-4-O-p-methoxyphenyl-3-O-methyl-2-O-tosyl-β-D-glucopyranose). Yield: 93.1%. RXN SMILES: [CH3:1]I.[CH3:3][O:4][C:5]1[CH:10]=[CH:9][C:8]([O:11][C@@H:12]2[C@H:17]3[CH2:18][O:19][C@H:15]([O:16]3)[C@H:14]([O:20][S:21]([C:24]3[CH:30]=[CH:29][C:27]([CH3:28])=[CH:26][CH:25]=3)(=[O:23])=[O:22])[C@H:13]2[OH:31])=[CH:7][CH:6]=1>CN(C)C=O.[Ag]=O>[CH3:3][O:4][C:5]1[CH:10]=[CH:9][C:8]([O:11][C@@H:12]2[C@H:17]3[CH2:18][O:19][C@H:15]([O:16]3)[C@H:14]([O:20][S:21]([C:24]3[CH:30]=[CH:29][C:27]([CH3:28])=[CH:26][CH:25]=3)(=[O:23])=[O:22])[C@H:13]2[O:31][CH3:1])=[CH:7][CH:6]=1. Procedure: Methyl iodide (54 ml, 954 mmol) and silver oxide (18.4 g, 79.5 mmol) are added to a solution of compound 88 (3.36 g, 7.95 mmol) in dry N,N-dimethylformamide (8 ml). After stirring for 16 h, the mixture is filtered (Celite), diluted with ethyl acetate (300 ml), washed with water (3×100 ml), dried (sodium sulphate), filtered, concentrated and purified by chromatography on silica to give the derivative 89 (3.23 g, 80%). The solvent is CN(C=O)C (N,N-dimethylformamide). Reported procedure: Under inert atmosphere N-iodosuccinimide (3.6 g, 0.016 mol) and 3-(8-chloro-imidazo[1,5-a]pyrazin-3-yl)-1-hydroxymethyl-cyclobutanol (3.16 g, 0.012 mol) were dissolved in N,N-dimethylformamide (30 mL) and heated at 60° C. for 3.0 hours. The reaction mixture was then concentrated in vacuo to a dark oil and purified by HPFC Jones 20 g silica gel column, eluting with 5% MeOH:CH2Cl2 to yield a light brown fluffy solid which was triturated with diethyl ether and hexanes to afford the title compound; ... The reactants are IN1C(CCC1=O)=O (N-iodosuccinimide), ClC=1C=2N(C=CN1)C(=NC2)C2CC(C2)(O)CO (3-(8-chloro-imidazo[1,5-a]pyrazin-3-yl)-1-hydroxymethyl-cyclobutanol). Reaction conditions: temperature 60 celsius. The product is ClC=1C=2N(C=CN1)C(=NC2I)C2CC(C2)(O)CO (3-(8-Chloro-1-iodo-imidazo[1,5-a]pyrazin-3-yl)-1-hydroxymethyl-cyclobutanol). Reaction SMILES: [I:1]N1C(=O)CCC1=O.[Cl:9][C:10]1[C:11]2[N:12]([C:16]([CH:19]3[CH2:22][C:21]([CH2:24][OH:25])([OH:23])[CH2:20]3)=[N:17][CH:18]=2)[CH:13]=[CH:14][N:15]=1>CN(C)C=O>[Cl:9][C:10]1[C:11]2[N:12]([C:16]([CH:19]3[CH2:20][C:21]([CH2:24][OH:25])([OH:23])[CH2:22]3)=[N:17][C:18]=2[I:1])[CH:13]=[CH:14][N:15]=1. Reported procedure: A mixture of 2,2-difluoro-5-methoxy-1-pentanal hydrate (1.57 g, 9.2 mmoles), hydroxylamino hydrochloride (640 mg, 9.2 mmoles), 1N NaOH (9.2 ml), and dioxane (15 ml) is kept for 1 hour at room temperature. After addition of ether and brine, usual extraction gives an oil which according to NMR is the oxime hydrate. Several evaporations with carbon tetrachloride (50° C., 60 mm Hg) afford the oxime (1.4 g) which is purified by chromatography on silica (ethyl acetate/petroleum ether: 20/80, RF: 0.53)... The reactants are O.FC(C=O)(CCCOC)F (2,2-difluoro-5-methoxy-1-pentanal hydrate), ONCl (hydroxylamino hydrochloride), [OH-].[Na+] (NaOH), O1CCOCC1 (dioxane), oxime hydrate. Conditions: time 1 hour. The yield is 91.0%. Run in C(Cl)(Cl)(Cl)Cl (carbon tetrachloride), [Cl-].[Na+].O (brine), CCOCC (ether). The product is FC(C=NO)(CCCOC)F (2,2-difluoro-5-methoxy-1-pentanal oxime). RXN SMILES: O.[F:2][C:3]([F:11])([CH2:6][CH2:7][CH2:8][O:9][CH3:10])[CH:4]=O.[OH:12][NH:13]Cl.[OH-].[Na+].O1CCOCC1>[Cl-].[Na+].O.C(Cl)(Cl)(Cl)Cl.CCOCC>[F:2][C:3]([F:11])([CH2:6][CH2:7][CH2:8][O:9][CH3:10])[CH:4]=[N:13][OH:12] |f:0.1,3.4,6.7.8|. Procedure details: from N-(2-glycyl-amino-2-deoxy-β-D-glucopyranosyl)-N-octadecyl-dodecanamide and N-carbobenzoxy-L-valine. Reaction SMILES: [NH2:1][CH2:2][C:3]([C@@H:5]1[C@@H:10]([OH:11])[C@H:9]([OH:12])[C@@H:8]([CH2:13][OH:14])[O:7][C@@:6]1([NH2:47])[N:15]([CH2:29][CH2:30][CH2:31][CH2:32][CH2:33][CH2:34][CH2:35][CH2:36][CH2:37][CH2:38][CH2:39][CH2:40][CH2:41][CH2:42][CH2:43][CH2:44][CH2:45][CH3:46])[C:16](=[O:28])[CH2:17][CH2:18][CH2:19][CH2:20][CH2:21][CH2:22][CH2:23][CH2:24][CH2:25][CH2:26][CH3:27])=[O:4].[C:48]([NH:58][C@H:59]([C:63](O)=[O:64])[CH:60]([CH3:62])[CH3:61])([O:50][CH2:51][C:52]1[CH:57]=[CH:56][CH:55]=[CH:54][CH:53]=1)=[O:49]>>[C:48]([NH:58][C@H:59]([C:63]([NH:1][CH2:2][C:3]([C@@H:5]1[C@@H:10]([OH:11])[C@H:9]([OH:12])[C@@H:8]([CH2:13][OH:14])[O:7][C@@:6]1([NH2:47])[N:15]([CH2:29][CH2:30][CH2:31][CH2:32][CH2:33][CH2:34][CH2:35][CH2:36][CH2:37][CH2:38][CH2:39][CH2:40][CH2:41][CH2:42][CH2:43][CH2:44][CH2:45][CH3:46])[C:16](=[O:28])[CH2:17][CH2:18][CH2:19][CH2:20][CH2:21][CH2:22][CH2:23][CH2:24][CH2:25][CH2:26][CH3:27])=[O:4])=[O:64])[CH:60]([CH3:62])[CH3:61])([O:50][CH2:51][C:52]1[CH:57]=[CH:56][CH:55]=[CH:54][CH:53]=1)=[O:49]. Starting materials: NCC(=O)[C@H]1[C@@](O[C@@H]([C@H]([C@@H]1O)O)CO)(N(C(CCCCCCCCCCC)=O)CCCCCCCCCCCCCCCCCC)N (N-(2-glycyl-amino-2-deoxy-β-D-glucopyranosyl)-N-octadecyl-dodecanamide), C(=O)(OCC1=CC=CC=C1)N[C@@H](C(C)C)C(=O)O (N-carbobenzoxy-L-valine). The product is C(=O)(OCC1=CC=CC=C1)N[C@@H](C(C)C)C(=O)NCC(=O)[C@H]1[C@@](O[C@@H]([C@H]([C@@H]1O)O)CO)(N(C(CCCCCCCCCCC)=O)CCCCCCCCCCCCCCCCCC)N (N-[2-(N-Carbobenzoxy-L-valyl-glycyl)-amino-2-deoxy-β-D-glucopyranosyl]-N-octadecyl-dodecanamide). Reactants: P(OCC)(OCC)(=O)C#N (Diethyl phosphorocyanidate), Cl (hydrogen chloride), COC=1C=C2C=C(CCC2=CC1OC)C(=O)O (1,2-dihydro-6,7-dimethoxy-3-naphthoic acid), Cl.Cl.COC=1C=C(CN2CCNCC2)C=C(C1OC)OC (1-(3,4,5-trimethoxybenzyl)piperazine dihydrochloride). Run in C(C)(=O)OCC (ethyl acetate), CN(C=O)C (N,N-dimethylformamide), C(C)N(CC)CC (triethylamine), O (Water). Run at time 1 hour. Product: Cl.COC=1C=C2C=C(CCC2=CC1OC)C(=O)N1CCN(CC1)CC1=CC(=C(C(=C1)OC)OC)OC (1-(6,7-dimethoxy-1,2-dihydro-3-naphthoyl)-4-(3,4,5-trimethoxybenzyl)piperazine hydrochloride). As a reaction SMILES: P(C#N)(=O)(OCC)OCC.[CH3:11][O:12][C:13]1[CH:14]=[C:15]2[C:20](=[CH:21][C:22]=1[O:23][CH3:24])[CH2:19][CH2:18][C:17]([C:25]([OH:27])=O)=[CH:16]2.[ClH:28].Cl.[CH3:30][O:31][C:32]1[CH:33]=[C:34]([CH:42]=[C:43]([O:47][CH3:48])[C:44]=1[O:45][CH3:46])[CH2:35][N:36]1[CH2:41][CH2:40][NH:39][CH2:38][CH2:37]1.Cl>C(OCC)(=O)C.O.CN(C)C=O.C(N(CC)CC)C>[ClH:28].[CH3:11][O:12][C:13]1[CH:14]=[C:15]2[C:20](=[CH:21][C:22]=1[O:23][CH3:24])[CH2:19][CH2:18][C:17]([C:25]([N:39]1[CH2:38][CH2:37][N:36]([CH2:35][C:34]3[CH:42]=[C:43]([O:47][CH3:48])[C:44]([O:45][CH3:46])=[C:32]([O:31][CH3:30])[CH:33]=3)[CH2:41][CH2:40]1)=[O:27])=[CH:16]2 |f:2.3.4,10.11|. Reported procedure: Diethyl phosphorocyanidate (1 ml) is added dropwise, under ice-cooling, to a mixture of 1,2-dihydro-6,7-dimethoxy-3-naphthoic acid (0.8 g), 1-(3,4,5-trimethoxybenzyl)piperazine dihydrochloride (1 g), triethylamine (0.35 g) and N,N-dimethylformamide (30 ml). The whole mixture is stirred for one hour under ice-cooling and allowed to stand at room temperature for one hour. Water (100 ml) is added to the reaction mixture and the mixture is extracted with ethyl acetate (100 ml). The organic layer is ... Reactants: FC1=CC(=C(C=C1)[N+](=O)[O-])C (4-Fluoro-2-methyl-1-nitrobenzene), C(C)(C)(C)OC(=O)N1CCNCC1 (piperazine-1-carboxylic acid tert-butyl ester), C([O-])([O-])=O.[K+].[K+] (potassium carbonate), CS(=O)C (dimethyl sulfoxide). The solvent is C(C)(=O)OCC (ethyl acetate). Yields the product C(C)(C)(C)OC(=O)N1CCN(CC1)C1=CC(=C(C=C1)[N+](=O)[O-])C (4-(3-Methyl-4-nitrophenyl)-piperazine-1-carboxylic acid tert-butyl ester). Yield: 97.7%. As a reaction SMILES: F[C:2]1[CH:7]=[CH:6][C:5]([N+:8]([O-:10])=[O:9])=[C:4]([CH3:11])[CH:3]=1.[C:12]([O:16][C:17]([N:19]1[CH2:24][CH2:23][NH:22][CH2:21][CH2:20]1)=[O:18])([CH3:15])([CH3:14])[CH3:13].C(=O)([O-])[O-].[K+].[K+].CS(C)=O>C(OCC)(=O)C>[C:12]([O:16][C:17]([N:19]1[CH2:24][CH2:23][N:22]([C:2]2[CH:7]=[CH:6][C:5]([N+:8]([O-:10])=[O:9])=[C:4]([CH3:11])[CH:3]=2)[CH2:21][CH2:20]1)=[O:18])([CH3:15])([CH3:13])[CH3:14] |f:2.3.4|. Reported procedure: 4-Fluoro-2-methyl-1-nitrobenzene (2 g), piperazine-1-carboxylic acid tert-butyl ester (4.8 g), potassium carbonate (3.57 g) and dimethyl sulfoxide (20 ml) were heated together at 80° C. under nitrogen for 15 hours. The mixture was then cooled, diluted with ethyl acetate (200 ml), washed with 2M aqueous hydrochloric acid (200 ml), dried (MgSO4), and concentrated to give the sub-title compound (4.05 g). Reactants: C=CCOc1ccc(OC(C)=O)c2c1NC(=O)CC2, [H][H], CN(C)C=O, O. Product: C=CCOc1ccc(OC(C)=O)c2c1N(C)C(=O)CC2. As a reaction SMILES: [C:1]([CH3:2])(=[O:3])[O:4][c:5]1[c:6]2[c:11]([c:12]([O:15][CH2:16][CH:17]=[CH2:18])[cH:13][cH:14]1)[NH:10][C:9](=[O:19])[CH2:8][CH2:7]2.[H:20][H:21].[O:23]=[CH:24][N:25]([CH3:26])[CH3:27].[OH2:22]>>[C:1]([CH3:2])(=[O:3])[O:4][c:5]1[c:6]2[c:11]([c:12]([O:15][CH2:16][CH:17]=[CH2:18])[cH:13][cH:14]1)[N:10]([CH3:24])[C:9](=[O:19])[CH2:8][CH2:7]2. Reactants: [Si](OCCC)(OCCC)(OCCC)OCCC (Si(O-n-C3H7)4), C=C[Si](OC)(OC)OC (CH2═CHSi(OCH3)3), C[Si](OC)(OC)OC (CH3Si(OCH3)3), C=C[Si](OCCOC)(OCCOC)OCCOC (CH2═CHSi(OC2H4OCH3)3), ClC[Si](OCC)(OCC)OCC (ClCH2Si(OC2H5)3), [Si](OC(C)C)(OC(C)C)(OC(C)C)OC(C)C (Si(O—isoC3H7)4), [Si](OCCOC)(OCCOC)(OCCOC)OCCOC (Si(OC2H4OCH3)4), C[Si](OCCOC)(OCCOC)OCCOC (CH3Si(OC2H4OCH3)3). Yields the product [Si](OCC)(OCC)(OCC)OCC (Si(OC2H5)4). RXN SMILES: [Si:1]([O:14][CH2:15][CH2:16]C)([O:10][CH2:11][CH2:12]C)([O:6][CH2:7][CH2:8]C)[O:2][CH2:3][CH2:4]C.[Si](OC(C)C)(OC(C)C)(OC(C)C)OC(C)C.[Si](OCCOC)(OCCOC)(OCCOC)OCCOC.C[Si](OC)(OC)OC.C=C[Si](OC)(OC)OC.C[Si](OCCOC)(OCCOC)OCCOC.ClC[Si](OCC)(OCC)OCC.C=C[Si](OCCOC)(OCCOC)OCCOC>>[Si:1]([O:6][CH2:7][CH3:8])([O:10][CH2:11][CH3:12])([O:14][CH2:15][CH3:16])[O:2][CH2:3][CH3:4]. Procedure: Si(O-n-C3H7)4; Si(O—isoC3H7)4; Si(OC2H4OCH3)4; CH3Si(OCH3)3; CH2═CHSi(OCH3)3; CH3Si(OC2H4OCH3)3; ClCH2Si(OC2H5)3; CH2═CHSi(OC2H4OCH3)3.